Dataset: the Open Reaction Database (ORD), a public repository of structured organic reaction records. Task: describe an organic reaction: reactants, conditions, products, and yield The reactants are COc1cc(Br)cc(OC)c1, CC(=O)OC(C)=O, O=[N+]([O-])O. Product: COc1cc(Br)cc(OC)c1[N+](=O)[O-]. As a reaction SMILES: [Br:1][c:2]1[cH:3][c:4]([O:10][CH3:11])[cH:5][c:6]([O:8][CH3:9])[cH:7]1.[CH3:16][C:17]([O:18][C:19](=[O:20])[CH3:21])=[O:22].[OH:12][N+:13]([O-:14])=[O:15]>>[Br:1][c:2]1[cH:3][c:4]([O:10][CH3:11])[c:5]([N+:13](=[O:12])[O-:14])[c:6]([O:8][CH3:9])[cH:7]1. Starting materials: Oc1ccc2cc(Br)ccc2c1, [Cl-], [Cl-], [Cl-], [Cl-], ClCC(CCl)OC(CCl)CCl, ClCCl, O, [Ti+4]. RXN SMILES: [Br:1][c:2]1[cH:3][c:4]2[cH:5][cH:6][c:7]([OH:12])[cH:8][c:9]2[cH:10][cH:11]1.[Cl-:28].[Cl-:29].[Cl-:30].[Cl-:31].[Cl:13][CH2:14][CH:15]([O:18][CH:16]([CH2:17][Cl:19])[CH2:20][Cl:21])[CH2:22][Cl:23].[Cl:25][CH2:26][Cl:27].[OH2:24].[Ti+4:32]>>[Br:1][c:2]1[cH:3][c:4]2[cH:5][cH:6][c:7]([OH:12])[c:8]([CH:15]=[O:18])[c:9]2[cH:10][cH:11]1. Product: O=Cc1c(O)ccc2cc(Br)ccc12. The reactants are BrC=1C=C2C=CC(=C(C2=CC1)Cl)O (6-bromo-1-chloro-2-naphthol), C(CCCC)C1=CC=C(C=C1)OB(O)O (4-pentyl-phenylboric acid), C([O-])([O-])=O.[Na+].[Na+] (sodium carbonate), mixed solvent, C1(=CC=CC=C1)C.C(C)O.O (toluene ethanol water). The reagents and catalysts are [Pd].C1(=CC=CC=C1)P(C1=CC=CC=C1)C1=CC=CC=C1.C1(=CC=CC=C1)P(C1=CC=CC=C1)C1=CC=CC=C1.C1(=CC=CC=C1)P(C1=CC=CC=C1)C1=CC=CC=C1.C1(=CC=CC=C1)P(C1=CC=CC=C1)C1=CC=CC=C1 (tetrakis(triphenylphosphine) palladium). Run in C1(=CC=CC=C1)C (toluene). Product: C(CCCC)C1=CC=C(C=C1)C=1C=C2C=CC(=C(C2=CC1)Cl)O (6-(4-pentylphenyl)-1-chloro-2-naphthol). Yield: 78.1%. As a reaction SMILES: Br[C:2]1[CH:3]=[C:4]2[C:9](=[CH:10][CH:11]=1)[C:8]([Cl:12])=[C:7]([OH:13])[CH:6]=[CH:5]2.[CH2:14]([C:19]1[CH:24]=[CH:23][C:22](OB(O)O)=[CH:21][CH:20]=1)[CH2:15][CH2:16][CH2:17][CH3:18].C(=O)([O-])[O-].[Na+].[Na+].C1(C)C=CC=CC=1.C(O)C.O>[Pd].C1(P(C2C=CC=CC=2)C2C=CC=CC=2)C=CC=CC=1.C1(P(C2C=CC=CC=2)C2C=CC=CC=2)C=CC=CC=1.C1(P(C2C=CC=CC=2)C2C=CC=CC=2)C=CC=CC=1.C1(P(C2C=CC=CC=2)C2C=CC=CC=2)C=CC=CC=1.C1(C)C=CC=CC=1>[CH2:14]([C:19]1[CH:20]=[CH:21][C:22]([C:2]2[CH:3]=[C:4]3[C:9](=[CH:10][CH:11]=2)[C:8]([Cl:12])=[C:7]([OH:13])[CH:6]=[CH:5]3)=[CH:23][CH:24]=1)[CH2:15][CH2:16][CH2:17][CH3:18] |f:2.3.4,5.6.7,8.9.10.11.12|. Reported procedure: At first, 55 g of 6-bromo-1-chloro-2-naphthol (S1-2), 12.3 g of 4-pentyl-phenylboric acid (S1-3), 1.0 g of tetrakis(triphenylphosphine) palladium, 13.6 g of sodium carbonate and 100 ml of a mixed solvent of toluene/ethanol/water=3/3/1 were added to a reactor in nitrogen atmosphere and refluxed for 10 hours. The reaction solution was cooled to room temperature, added with toluene, and then washed with 1N HCl(aq) and water, dried over magnesium sulfate and distilled under a reduced pressure to rem... The reactants are aqueous solution, C(C)(=O)O[C@H]1OC[C@@](C=C1)(C#C[Si](C)(C)C)O ((2R,5R)-5,6-dihydro-5-hydroxy-5-(2-(trimethylsilyl)ethynyl)-2H-pyran-2-yl acetate), C(O)([O-])=O.[Na+] (sodium hydrogen carbonate). Solvent: C(C)#N (acetonitrile). Run at temperature 40 celsius, time 8 hour. Product: OCC1(C=C[C@@H](O1)O)C#C[Si](C)(C)C ((R)-2,5-dihydro-5-(hydroxymethyl)-5-(2-(trimethylsilyl)ethynyl)furan-2-ol). RXN SMILES: C([O:4][C@@H:5]1[CH:10]=[CH:9][C@@:8]([OH:17])([C:11]#[C:12][Si:13]([CH3:16])([CH3:15])[CH3:14])[CH2:7][O:6]1)(=O)C.C(=O)([O-])O.[Na+]>C(#N)C>[OH:6][CH2:7][C:8]1([C:11]#[C:12][Si:13]([CH3:14])([CH3:15])[CH3:16])[O:17][C@@H:5]([OH:4])[CH:10]=[CH:9]1 |f:1.2|. Reported procedure: 400 mL of an aqueous solution containing 9.8 g of Lipase PS Amano SD was added to a solution of 98.4 g (387 mmol) of the acetylated form (Compound 5) dissolved in 300 mL of acetonitrile, and agitated at 40° C. overnight. At the end of the reaction, a saturated aqueous sodium hydrogen carbonate solution was added, followed by extraction with ethyl acetate. The organic layer was washed with saturated saline, dried with anhydrous sodium sulfate, filtrated, and subjected to vacuum concentration to o... Starting materials: C1(=CC=CC=C1)C(=O)C(O)C1=CC=CC=C1 (benzoin), N(=C=O)CC1(CCCCC1)CC(=O)OCCC#N (2-Cyanoethyl 1-isocyanatomethyl-1-Cyclohexane Acetate). The solvent is C1(=CC=CC=C1)C (toluene). The product is C(C1=CC=CC=C1)(=O)C(C1=CC=CC=C1)OC(=O)NCC1(CCCCC1)CC(=O)OCCC#N (2-Cyanoethyl 1-{[(α-Benzoylbenzyloxy)carbonyl]aminomethyl}-1-Cyclohexane Acetate). Isolated yield 83.0%. RXN SMILES: [C:1]1([C:7]([CH:9]([C:11]2[CH:16]=[CH:15][CH:14]=[CH:13][CH:12]=2)[OH:10])=[O:8])[CH:6]=[CH:5][CH:4]=[CH:3][CH:2]=1.[N:17]([CH2:20][C:21]1([CH2:27][C:28]([O:30][CH2:31][CH2:32][C:33]#[N:34])=[O:29])[CH2:26][CH2:25][CH2:24][CH2:23][CH2:22]1)=[C:18]=[O:19]>C1(C)C=CC=CC=1>[C:7]([CH:9]([O:10][C:18]([NH:17][CH2:20][C:21]1([CH2:27][C:28]([O:30][CH2:31][CH2:32][C:33]#[N:34])=[O:29])[CH2:26][CH2:25][CH2:24][CH2:23][CH2:22]1)=[O:19])[C:11]1[CH:16]=[CH:15][CH:14]=[CH:13][CH:12]=1)(=[O:8])[C:1]1[CH:2]=[CH:3][CH:4]=[CH:5][CH:6]=1. Procedure details: A solution of benzoin (0.599 mmol) and 2-cyanoethyl 1-isocyanatomethyl-1-cyclohexane acetate (7) (0.599 mmol) in 10 mL of anhydrous toluene was refluxed overnight. The reaction mixture was concentrated and the residue purified on silica gel (40% ethyl acetate in hexane) to afford 230 mg (83%) of the title compound. 1H NMR (CDCl3): δ 7.95 (2H, dd, J=8.2, 1.4 Hz); 7.50-7.46 (3H, m); 7.41 (5H, m); 6.84 (1H, s); 5.40 (1H, t, J=6.8 Hz); 4.26 (2H, m); 3.24 (2H, d, J=6.8 Hz); 2.68 (2H, dt, J=2.4, 6.4 H... Reactants: COC(CN)OC, ClCCl, O=C1C=CC(=O)O1. The product is COC(CNC(=O)C=CC(=O)O)OC. RXN SMILES: [CH3:1][O:2][CH:3]([CH2:4][NH2:5])[O:6][CH3:7].[Cl:15][CH2:16][Cl:17].[O:8]=[C:9]1[O:10][C:11](=[O:12])[CH:13]=[CH:14]1>>[CH3:1][O:2][CH:3]([CH2:4][NH:5][C:11](=[O:12])[CH:13]=[CH:14][C:9](=[O:8])[OH:10])[O:6][CH3:7]. The reactants are O=[N+]([O-])c1ccc(CC2CCCCC2=NO)cc1OCc1ccccc1, ClC(Cl)Cl, O. Yields the product O=C1CCCCC(Cc2ccc([N+](=O)[O-])c(OCc3ccccc3)c2)N1. Reaction SMILES: [CH2:1]([c:2]1[cH:3][cH:4][cH:5][cH:6][cH:7]1)[O:8][c:9]1[cH:10][c:11]([CH2:12][CH:13]2[C:14](=[N:19][OH:20])[CH2:15][CH2:16][CH2:17][CH2:18]2)[cH:21][cH:22][c:23]1[N+:24](=[O:25])[O-:26].[CH:28]([Cl:29])([Cl:30])[Cl:31].[OH2:27]>>[CH2:1]([c:2]1[cH:3][cH:4][cH:5][cH:6][cH:7]1)[O:8][c:9]1[cH:10][c:11]([CH2:12][CH:13]2[CH2:18][CH2:17][CH2:16][CH2:15][C:14](=[O:27])[NH:19]2)[cH:21][cH:22][c:23]1[N+:24](=[O:25])[O-:26].